Dataset: the Open Reaction Database (ORD), a public repository of structured organic reaction records. Task: describe an organic reaction: reactants, conditions, products, and yield Reactants: ClC1=C(C(=CC=C1)Cl)C(CN1N=CN=C1)=O (1-(2,6-dichlorophenyl)-2-[1,2,4]triazol-1-yl-ethanone), C(C1=CC=CC=C1)Cl (benzyl chloride). Yields the product ClC1=C(C(=CC=C1)Cl)C(=CN1N=CN=C1)OCC1=CC=CC=C1 (1-[2-(2,6-dichloro-phenyl)-2-benzyloxy-vinyl]-1H-[1,2,4]triazole). Reaction SMILES: [Cl:1][C:2]1[CH:7]=[CH:6][CH:5]=[C:4]([Cl:8])[C:3]=1[C:9](=[O:16])[CH2:10][N:11]1[CH:15]=[N:14][CH:13]=[N:12]1.[CH2:17](Cl)[C:18]1[CH:23]=[CH:22][CH:21]=[CH:20][CH:19]=1>>[Cl:8][C:4]1[CH:5]=[CH:6][CH:7]=[C:2]([Cl:1])[C:3]=1[C:9]([O:16][CH2:17][C:18]1[CH:23]=[CH:22][CH:21]=[CH:20][CH:19]=1)=[CH:10][N:11]1[CH:15]=[N:14][CH:13]=[N:12]1. Reported procedure: Analogously to Example 1a,b, after reacting 1-(2,6-dichlorophenyl)-2-[1,2,4]triazol-1-yl-ethanone with benzyl chloride there was obtained 1-[2-(2,6-dichloro-phenyl)-2-benzyloxy-vinyl]-1H-[1,2,4]triazole. After reaction with oxalic acid there was obtained a salt with the composition C17H13N3OCl2.C2H2O4, which decomposed at >71° C. The reactants are ClC1=CC=C(C=C1)N1CC2=C(C(=C(C=C2C1=O)OC(C)=O)O)[N+](=O)[O-] (Acetic acid 2-(4-chloro-phenyl)-6-hydroxy-7-nitro-3-oxo-2,3-dihydro-1H-isoindol-5-yl ester). The reagents and catalysts are Cl (hydrochloric acid). Solvent: CO (methanol). The product is ClC1=CC=C(C=C1)N1C(C2=CC(=C(C(=C2C1)[N+](=O)[O-])O)O)=O (2-(4-Chloro-phenyl)-5,6-dihydroxy-4-nitro-2,3-dihydro-isoindol-1-one). As a reaction SMILES: [Cl:1][C:2]1[CH:7]=[CH:6][C:5]([N:8]2[C:16](=[O:17])[C:15]3[C:10](=[C:11]([N+:23]([O-:25])=[O:24])[C:12]([OH:22])=[C:13]([O:18]C(=O)C)[CH:14]=3)[CH2:9]2)=[CH:4][CH:3]=1>CO.Cl>[Cl:1][C:2]1[CH:3]=[CH:4][C:5]([N:8]2[CH2:9][C:10]3[C:15](=[CH:14][C:13]([OH:18])=[C:12]([OH:22])[C:11]=3[N+:23]([O-:25])=[O:24])[C:16]2=[O:17])=[CH:6][CH:7]=1. Procedure details: Acetic acid 2-(4-chloro-phenyl)-6-hydroxy-7-nitro-3-oxo-2,3-dihydro-1H-isoindol-5-yl ester (0.24 g raw material) was refluxed in methanol (15 ml) with three drops of concentrated hydrochloric acid for six hours. The reaction mixture was cooled and filtered. The reactants are FC(C1=CC=C(OC2=CC=C(OC(C(=O)O)C)C=C2)C=C1)(F)F (α-[4-(4-trifluoromethylphenoxy)phenoxy]propionic acid), [OH-].[Na+] (sodium hydroxide). The solvent is C(C)O (ethanol), O (water). Reaction conditions: temperature 90 celsius. Yields the product FC(C1=CC=C(OC2=CC=C(OC(C(=O)[O-])C)C=C2)C=C1)(F)F.[Na+] (Sodium α-[4-(4-Trifluoromethylphenoxy)phenoxy]propionate). The yield is 98.0%. As a reaction SMILES: [F:1][C:2]([F:23])([F:22])[C:3]1[CH:21]=[CH:20][C:6]([O:7][C:8]2[CH:19]=[CH:18][C:11]([O:12][CH:13]([CH3:17])[C:14]([OH:16])=[O:15])=[CH:10][CH:9]=2)=[CH:5][CH:4]=1.[OH-].[Na+:25]>C(O)C.O>[F:1][C:2]([F:22])([F:23])[C:3]1[CH:4]=[CH:5][C:6]([O:7][C:8]2[CH:19]=[CH:18][C:11]([O:12][CH:13]([CH3:17])[C:14]([O-:16])=[O:15])=[CH:10][CH:9]=2)=[CH:20][CH:21]=1.[Na+:25] |f:1.2,5.6|. Procedure: 32.6 g of α-[4-(4-trifluoromethylphenoxy)phenoxy]propionic acid was dissolved in 30 ml of ethanol, and an aqueous solution of 4.0 g of sodium hydroxide in 40 ml of water was added. The mixture was maintained at 70° to 75° C. for 1 hour. Then, ethanol and water were removed from the reaction product at reduced pressure. The residue was heated at 90° C. for 4 hours to afford 34.1 g (yield: 98%) of the final product as a white solid. Starting materials: CCOC(=O)Cc1cn(Cc2ccccc2)c2ccccc12, Cl, [Li+], C1CCOC1, [OH-], O. Yields the product O=C(O)Cc1cn(Cc2ccccc2)c2ccccc12. As a reaction SMILES: [CH2:1]([c:2]1[cH:3][cH:4][cH:5][cH:6][cH:7]1)[n:8]1[cH:9][c:10]([CH2:17][C:18](=[O:19])[O:20][CH2:21][CH3:22])[c:11]2[cH:12][cH:13][cH:14][cH:15][c:16]12.[ClH:25].[Li+:23].[O:27]1[CH2:28][CH2:29][CH2:30][CH2:31]1.[OH-:24].[OH2:26]>>[CH2:1]([c:2]1[cH:3][cH:4][cH:5][cH:6][cH:7]1)[n:8]1[cH:9][c:10]([CH2:17][C:18](=[O:19])[OH:20])[c:11]2[cH:12][cH:13][cH:14][cH:15][c:16]12. The reactants are COC(=O)C12CCC(CC1)(CC2)C(N(CC2=CC=CC=C2)C=2C(N(C(N(C2N)CCC)=O)CCC)=O)=O (4-[(6-amino-2,4-dioxo-1,3-dipropyl-1,2,3,4-tetrahydro-pyrimidin-5-yl)-benzyl-carbamoyl]-bicyclo[2.2.2]octane-1-carboxylic acid methyl ester), [OH-].[K+] (KOH). The solvent is O (water), CC(C)O (i-PrOH). Yields the product C(C1=CC=CC=C1)N1C(=NC=2N(C(N(C(C12)=O)CCC)=O)CCC)C12CCC(CC1)(CC2)C(=O)O (4-(7-Benzyl-2,6-dioxo-1,3-dipropyl-2,3,6,7-tetrahydro-1H-purin-8-yl)-bicyclo[2.2.2]octane-1-carboxylic acid). Reaction SMILES: C[O:2][C:3]([C:5]12[CH2:12][CH2:11][C:8]([C:13](=O)[N:14]([C:22]3[C:23](=[O:36])[N:24]([CH2:33][CH2:34][CH3:35])[C:25](=[O:32])[N:26]([CH2:29][CH2:30][CH3:31])[C:27]=3[NH2:28])[CH2:15][C:16]3[CH:21]=[CH:20][CH:19]=[CH:18][CH:17]=3)([CH2:9][CH2:10]1)[CH2:7][CH2:6]2)=[O:4].[OH-].[K+]>CC(O)C.O>[CH2:15]([N:14]1[C:22]2[C:23](=[O:36])[N:24]([CH2:33][CH2:34][CH3:35])[C:25](=[O:32])[N:26]([CH2:29][CH2:30][CH3:31])[C:27]=2[N:28]=[C:13]1[C:8]12[CH2:7][CH2:6][C:5]([C:3]([OH:2])=[O:4])([CH2:12][CH2:11]1)[CH2:10][CH2:9]2)[C:16]1[CH:21]=[CH:20][CH:19]=[CH:18][CH:17]=1 |f:1.2|. Procedure details: To a stirred solution of 4-[(6-amino-2,4-dioxo-1,3-dipropyl-1,2,3,4-tetrahydro-pyrimidin-5-yl)-benzyl-carbamoyl]-bicyclo[2.2.2]octane-1-carboxylic acid methyl ester (430 mg, 0.843 mmol) in i-PrOH (20 ml) was added 2 N KOH (4.0 eq, 3.37 mmol, 1.7 ml) and the resulting mixture was heated at reflux for 26 h. The cool reaction mixture was concentrated in vacuo to give a semi-solid residue that was diluted with water and extracted with CHCl3. The aqueous phase was acidified with concentrated HCl to a... As a reaction SMILES: [OH:1][C:2]1[CH:3]=[C:4]([CH:14]=[CH:15][N:16]=1)[C:5]([NH:7][C:8]1[CH:13]=[CH:12][CH:11]=[CH:10][CH:9]=1)=[O:6].[CH2:17]([NH:24][C:25]([C:27]1[S:31][C:30](Br)=[N:29][C:28]=1[CH3:33])=[O:26])[C:18]1[CH:23]=[CH:22][CH:21]=[CH:20][CH:19]=1>>[CH2:17]([NH:24][C:25]([C:27]1[S:31][C:30]([N:16]2[CH:15]=[CH:14][C:4]([C:5](=[O:6])[NH:7][C:8]3[CH:13]=[CH:12][CH:11]=[CH:10][CH:9]=3)=[CH:3][C:2]2=[O:1])=[N:29][C:28]=1[CH3:33])=[O:26])[C:18]1[CH:19]=[CH:20][CH:21]=[CH:22][CH:23]=1. Starting materials: OC=1C=C(C(=O)NC2=CC=CC=C2)C=CN1 (2-hydroxy-N-phenylisonicotinamide), C(C1=CC=CC=C1)NC(=O)C1=C(N=C(S1)Br)C (N-benzyl-2-bromo-4-methylthiazole-5-carboxamide). Isolated yield 20.0%. Procedure: Following the procedure as described in Example 3, making variations only as required to use 2-hydroxy-N-phenylisonicotinamide in place of 4-aminopyridin-2(1H)-one to react with N-benzyl-2-bromo-4-methylthiazole-5-carboxamide, the title compound was obtained as a colorless solid in 20% yield: mp 243-245° C. (hexane/ethyl acetate); 1H NMR (300 MHz, DMSO-d6) δ 10.53 (s, 1H), 8.88 (t, J=5.8 Hz, 1H), 8.83 (d, J=7.6 Hz, 1H), 7.72 (d, J=7.6 Hz, 2H), 7.36-7.19 (m, 8H), 7.10 (t, J=7.3 Hz, 1H), 6.98 (dd,... Yields the product C(C1=CC=CC=C1)NC(=O)C1=C(N=C(S1)N1C(C=C(C=C1)C(NC1=CC=CC=C1)=O)=O)C (N-Benzyl-4-methyl-2-(2-oxo-4-(phenylcarbamoyl)pyridin-1(2H)-yl)thiazole-5-carboxamide).